The task is: describe an organic reaction: reactants, conditions, products, and yield. This data is from the Open Reaction Database (ORD), a public repository of structured organic reaction records. Reactants: CC(=O)c1cn(C(c2ccccc2)(c2ccccc2)c2ccccc2)cn1, C1CCOC1, COC(=O)Cc1ccc(F)cc1, [H-], [Na+]. Product: O=C(CC(=O)c1cn(C(c2ccccc2)(c2ccccc2)c2ccccc2)cn1)Cc1ccc(F)cc1. As a reaction SMILES: [C:1]([c:2]1[cH:3][cH:4][cH:5][cH:6][cH:7]1)([c:8]1[cH:9][cH:10][cH:11][cH:12][cH:13]1)([c:14]1[cH:15][cH:16][cH:17][cH:18][cH:19]1)[n:20]1[cH:21][n:22][c:23]([C:25]([CH3:26])=[O:27])[cH:24]1.[CH2:42]1[O:43][CH2:44][CH2:45][CH2:46]1.[F:30][c:31]1[cH:32][cH:33][c:34]([CH2:37][C:38](=[O:39])[O:40][CH3:41])[cH:35][cH:36]1.[H-:29].[Na+:28]>>[C:1]([c:2]1[cH:3][cH:4][cH:5][cH:6][cH:7]1)([c:8]1[cH:9][cH:10][cH:11][cH:12][cH:13]1)([c:14]1[cH:15][cH:16][cH:17][cH:18][cH:19]1)[n:20]1[cH:21][n:22][c:23]([C:25]([CH2:26][C:38]([CH2:37][c:34]2[cH:33][cH:32][c:31]([F:30])[cH:36][cH:35]2)=[O:39])=[O:27])[cH:24]1. Starting materials: CC(C)(C)N(C(=O)[O-])C1CCN(c2ncc(C(F)(F)F)cc2Cl)CC1, C1CCOC1, CO, Cl, C1COCCO1. Yields the product NC1CCN(c2ncc(C(F)(F)F)cc2Cl)CC1. RXN SMILES: [C:1]([N:5]([C:2](=[O:3])[O-:4])[CH:9]1[CH2:10][CH2:11][N:12]([c:15]2[n:16][cH:17][c:18]([C:22]([F:23])([F:24])[F:25])[cH:19][c:20]2[Cl:21])[CH2:13][CH2:14]1)([CH3:6])([CH3:7])[CH3:8].[CH2:29]1[O:30][CH2:31][CH2:32][CH2:33]1.[CH3:26][OH:27].[ClH:28].[O:34]1[CH2:35][CH2:36][O:37][CH2:38][CH2:39]1>>[NH2:5][CH:9]1[CH2:10][CH2:11][N:12]([c:15]2[n:16][cH:17][c:18]([C:22]([F:23])([F:24])[F:25])[cH:19][c:20]2[Cl:21])[CH2:13][CH2:14]1. The reactants are OCc1cc(Br)co1, CS(C)=O, [H-], CI, [Na+]. Yields the product COCc1cc(Br)co1. As a reaction SMILES: [Br:1][c:2]1[cH:3][c:4]([CH2:7][OH:8])[o:5][cH:6]1.[CH3:13][S:14]([CH3:15])=[O:16].[H-:9].[I:11][CH3:12].[Na+:10]>>[Br:1][c:2]1[cH:3][c:4]([CH2:7][O:8][CH3:12])[o:5][cH:6]1. The reactants are OCC=1N=CN(C1)C=1C=C2C=C(C(NC2=CC1C(F)(F)F)=O)C(=O)OCC (Ethyl 1,2-dihydro-6-(4-(hydroxymethyl)imidazole-1-yl)-2-oxo-7-trifluoromethylquinoline-3-carboxylate), BrC1=C(C=CC=C1)N=C=O (2-bromophenyl isocyanate). The solvent is C(C)(=O)OCC (ethyl acetate). Conditions: temperature 50 celsius, time 75 minute. Yields the product BrC1=C(C=CC=C1)NC(=O)OCC=1N=CN(C1)C=1C=C2C=C(C(NC2=CC1C(F)(F)F)=O)C(=O)O (6-(4-(((2-Bromophenyl)carbamoyloxy)methyl)imidazole-1-yl)-1,2-dihydro-2-oxo-7-trifluoromethylquinoline-3-carboxylic acid). The yield is 38.1%. RXN SMILES: [OH:1][CH2:2][C:3]1[N:4]=[CH:5][N:6]([C:8]2[CH:9]=[C:10]3[C:15](=[CH:16][C:17]=2[C:18]([F:21])([F:20])[F:19])[NH:14][C:13](=[O:22])[C:12]([C:23]([O:25]CC)=[O:24])=[CH:11]3)[CH:7]=1.[Br:28][C:29]1[CH:34]=[CH:33][CH:32]=[CH:31][C:30]=1[N:35]=[C:36]=[O:37]>C(OCC)(=O)C>[Br:28][C:29]1[CH:34]=[CH:33][CH:32]=[CH:31][C:30]=1[NH:35][C:36]([O:1][CH2:2][C:3]1[N:4]=[CH:5][N:6]([C:8]2[CH:9]=[C:10]3[C:15](=[CH:16][C:17]=2[C:18]([F:21])([F:20])[F:19])[NH:14][C:13](=[O:22])[C:12]([C:23]([OH:25])=[O:24])=[CH:11]3)[CH:7]=1)=[O:37]. Procedure: To a suspension of the compound of Example 17 (100 mg, 262 μmol) in ethyl acetate (3 ml) was added 2-bromophenyl isocyanate (104 mg, 524 μmol), and the mixture was refluxed for 24 hours. After cooling, the precipitated crystals were collected by filtration, washed with ethyl acetate, and then dried under reduced pressure. These were suspended into ethanol (3 ml), 1 mol/L aqueous solution of lithium hydroxide (903 μl) and successively water (3 ml) were added, and the mixture was stirred for 75 mi... The reactants are O=[N+]([O-])c1cccc(Br)c1OCCOC1CCCCO1, O=C([O-])O, COCCOC, COC(=O)c1ccc2c(C3CCCCC3)c(B3OC(C)(C)C(C)(C)O3)[nH]c2c1, [Na+], O, c1ccc(P(c2ccccc2)(c2ccccc2)[Pd](P(c2ccccc2)(c2ccccc2)c2ccccc2)(P(c2ccccc2)(c2ccccc2)c2ccccc2)P(c2ccccc2)(c2ccccc2)c2ccccc2)cc1. Product: COC(=O)c1ccc2c(C3CCCCC3)c(-c3cccc([N+](=O)[O-])c3OCCOC3CCCCO3)[nH]c2c1. Reaction SMILES: [Br:1][c:2]1[c:3]([O:4][CH2:5][CH2:6][O:7][CH:8]2[O:9][CH2:10][CH2:11][CH2:12][CH2:13]2)[c:14]([N+:18](=[O:19])[O-:20])[cH:15][cH:16][cH:17]1.[C:21](=[O:22])([O-:23])[OH:24].[CH3:54][O:55][CH2:56][CH2:57][O:58][CH3:59].[CH:26]1([c:32]2[c:33]([B:45]3[O:46][C:47]([CH3:48])([CH3:49])[C:50]([CH3:51])([CH3:52])[O:53]3)[nH:34][c:35]3[cH:36][c:37]([C:41](=[O:42])[O:43][CH3:44])[cH:38][cH:39][c:40]23)[CH2:27][CH2:28][CH2:29][CH2:30][CH2:31]1.[Na+:25].[OH2:60].[cH:61]1[cH:62][cH:63][c:64]([P:65]([Pd:66]([P:67]([c:68]2[cH:69][cH:70][cH:71][cH:72][cH:73]2)([c:74]2[cH:75][cH:76][cH:77][cH:78][cH:79]2)[c:80]2[cH:81][cH:82][cH:83][cH:84][cH:85]2)([P:86]([c:87]2[cH:88][cH:89][cH:90][cH:91][cH:92]2)([c:93]2[cH:94][cH:95][cH:96][cH:97][cH:98]2)[c:99]2[cH:100][cH:101][cH:102][cH:103][cH:104]2)[P:105]([c:106]2[cH:107][cH:108][cH:109][cH:110][cH:111]2)([c:112]2[cH:113][cH:114][cH:115][cH:116][cH:117]2)[c:118]2[cH:119][cH:120][cH:121][cH:122][cH:123]2)([c:124]2[cH:125][cH:126][cH:127][cH:128][cH:129]2)[c:130]2[cH:131][cH:132][cH:133][cH:134][cH:135]2)[cH:136][cH:137]1>>[c:2]1(-[c:33]2[c:32]([CH:26]3[CH2:27][CH2:28][CH2:29][CH2:30][CH2:31]3)[c:40]3[c:35]([nH:34]2)[cH:36][c:37]([C:41](=[O:42])[O:43][CH3:44])[cH:38][cH:39]3)[c:3]([O:4][CH2:5][CH2:6][O:7][CH:8]2[O:9][CH2:10][CH2:11][CH2:12][CH2:13]2)[c:14]([N+:18](=[O:19])[O-:20])[cH:15][cH:16][cH:17]1.